From a dataset of the Open Reaction Database (ORD), a public repository of structured organic reaction records. describe an organic reaction: reactants, conditions, products, and yield Starting materials: C(C)OC(=O)C=1C=NN(C1C(OCC)OCC)C1=CC=C(C=C1)F (5-diethoxymethyl-1-(4-fluorophenyl)-1H-pyrazole-4-carboxylic acid ethyl ester), O.NN (hydrazine monohydrate), Cl (hydrochloric acid). The solvent is C(C)(=O)O (acetic acid), O (water). Run at time 2 hour. Product: FC1=CC=C(C=C1)N1N=CC=2C1=CN=NC2O (1-(4-fluorophenyl)-1H-pyrazolo[3,4-d]pyridazin-4-ol). Reaction SMILES: C([O:3][C:4]([C:6]1[CH:7]=[N:8][N:9]([C:18]2[CH:23]=[CH:22][C:21]([F:24])=[CH:20][CH:19]=2)[C:10]=1[CH:11](OCC)OCC)=O)C.O.[NH2:26][NH2:27].Cl>C(O)(=O)C.O>[F:24][C:21]1[CH:22]=[CH:23][C:18]([N:9]2[C:10]3=[CH:11][N:26]=[N:27][C:4]([OH:3])=[C:6]3[CH:7]=[N:8]2)=[CH:19][CH:20]=1 |f:1.2|. Procedure: To a solution of 5-diethoxymethyl-1-(4-fluorophenyl)-1H-pyrazole-4-carboxylic acid ethyl ester (5.70 g, 16.9 mmol) in acetic acid (100 mL) is added hydrazine monohydrate (5.0 mL, 6.1 mmol) and 12 N aqueous hydrochloric acid (200 μL). The reaction mixture is warmed at reflux. After 2 hours, the mixture is cooled to room temperature and diluted with water. The solid is collected by filtration, washed with water and air dried to afford 1-(4-fluorophenyl)-1H-pyrazolo[3,4-d]pyridazin-4-ol. Reactants: [Al+3], ClCCCl, CCCCc1ccccc1, [Cl-], [Cl-], [Cl-], Cl, O=C1CCC(=O)O1. Product: CCCCc1ccc(C(=O)CCC(=O)O)cc1. As a reaction SMILES: [Al+3:2].[CH2:23]([Cl:24])[CH2:25][Cl:26].[CH3:5][CH2:6][CH2:7][CH2:8][c:9]1[cH:10][cH:11][cH:12][cH:13][cH:14]1.[Cl-:1].[Cl-:3].[Cl-:4].[ClH:22].[O:15]=[C:16]1[CH2:17][CH2:18][C:19](=[O:20])[O:21]1>>[CH3:5][CH2:6][CH2:7][CH2:8][c:9]1[cH:10][cH:11][c:12]([C:19]([CH2:18][CH2:17][C:16](=[O:15])[OH:21])=[O:20])[cH:13][cH:14]1.